describe an organic reaction: reactants, conditions, products, and yield From a dataset of the Open Reaction Database (ORD), a public repository of structured organic reaction records. The reactants are C(=O)([O-])[O-].[K+].[K+] (K2CO3), CI (methyl iodide), COC(CCS(NCCCC=C)(=O)=O)=O (3-pent-4-enylsulfamoyl-propionic acid methyl ester). Run in CCOC(=O)C (EtOAc), CN(C)C=O (DMF). Yields the product COC(CCS(N(CCCC=C)C)(=O)=O)=O (3-(methyl-pent-4-enyl-sulfamoyl)-propionic acid methyl ester). Reaction SMILES: [CH3:1][O:2][C:3](=[O:15])[CH2:4][CH2:5][S:6](=[O:14])(=[O:13])[NH:7][CH2:8][CH2:9][CH2:10][CH:11]=[CH2:12].[C:16]([O-])([O-])=O.[K+].[K+].CI>CN(C=O)C.CCOC(C)=O>[CH3:1][O:2][C:3](=[O:15])[CH2:4][CH2:5][S:6](=[O:14])(=[O:13])[N:7]([CH3:16])[CH2:8][CH2:9][CH2:10][CH:11]=[CH2:12] |f:1.2.3|. Procedure: To a stirred suspension of 1.03 g (12.0 mmol) pent-4-enylamine, 8 ml DCM and 5 ml 10% aqueous Na2CO3 at 0° C. are added dropwise 2.25 g (12.0 mmol) 3-chlorosulfonyl-propionic acid methyl ester. After stirring for 2 h at 25° C. the phases are separated and the organic phase is dried with sodium sulfate and evaporated. Chromatography on silica gel (EtOAc, hexane 1:2) gives the 3-pent-4-enylsulfamoyl-propionic acid methyl ester. This ester is dissolved in 2 ml DMF and heated to 65° C. in the presen... Starting materials: FC1=CC=C(C=C1)C1=NN2C(NNCC2)=C1C1=CC=NC=C1 (7-(4-fluorophenyl)-8-(pyridin-4-yl)-1,2,3,4-tetrahydropyrazolo[5,1-c][1,2,4]triazine), N1C=C(C2=CC=CC=C12)CC(=O)O (3-indolylacetic acid), CN(CCCN=C=NCC)C (3-(3-dimethylaminopropyl)-1-ethylcarbodiimide), ON1N=NC2=C1C=CC=C2 (1-hydroxybenzotriazole). The solvent is CN(C=O)C (N,N-dimethylformamide), CN(C=O)C (N,N-dimethylformamide), O (water). Run at time 1 hour. The product is FC1=CC=C(C=C1)C1=NN2C(NN(CC2)C(CC2=CNC3=CC=CC=C23)=O)=C1C1=CC=NC=C1 (7-(4-fluorophenyl)-2-(3-indolylacetyl)-8-(pyridin-4-yl)-1,2,3,4-tetrahydropyrazolo[5,1-c][1,2,4]triazine). Isolated yield 70.9%. Reaction SMILES: [NH:1]1[C:9]2[C:4](=[CH:5][CH:6]=[CH:7][CH:8]=2)[C:3]([CH2:10][C:11]([OH:13])=O)=[CH:2]1.CN(C)CCCN=C=NCC.ON1C2C=CC=CC=2N=N1.[F:35][C:36]1[CH:41]=[CH:40][C:39]([C:42]2[C:50]([C:51]3[CH:56]=[CH:55][N:54]=[CH:53][CH:52]=3)=[C:45]3[NH:46][NH:47][CH2:48][CH2:49][N:44]3[N:43]=2)=[CH:38][CH:37]=1>CN(C)C=O.O>[F:35][C:36]1[CH:41]=[CH:40][C:39]([C:42]2[C:50]([C:51]3[CH:56]=[CH:55][N:54]=[CH:53][CH:52]=3)=[C:45]3[NH:46][N:47]([C:11](=[O:13])[CH2:10][C:3]4[C:4]5[C:9](=[CH:8][CH:7]=[CH:6][CH:5]=5)[NH:1][CH:2]=4)[CH2:48][CH2:49][N:44]3[N:43]=2)=[CH:38][CH:37]=1. Reported procedure: A mixture of 3-indolylacetic acid (57 mg, 0.325 mmol), 3-(3-dimethylaminopropyl)-1-ethylcarbodiimide (50 mg, 0.325 mmol) and 1-hydroxybenzotriazole (44 mg, 0.325 mmol) in N,N-dimethylformamide (0.6 ml) was stirred for 1 hour at ambient temperature. Then to the mixture was added 7-(4-fluorophenyl)-8-(pyridin-4-yl)-1,2,3,4-tetrahydropyrazolo[5,1-c][1,2,4]triazine (80 mg, 0.271 mmol) in N,N-dimethylformamide (1 ml). After stirring for 2 hours, the mixture was diluted with water and extracted with e...